From a dataset of the Open Reaction Database (ORD), a public repository of structured organic reaction records. describe an organic reaction: reactants, conditions, products, and yield The reactants are [Si](C)(C)(C(C)(C)C)OCCNC(=O)C=1N=C(SC1)N1CC(C1)SC=1[C@@H]([C@H]2N(C1C(=O)OCC1=CC=C(C=C1)[N+](=O)[O-])C([C@@H]2[C@@H](C)O)=O)C (p-nitrobenzyl (1R,5S,6S)-2-(1-{4-[2-(t-butyldimethylsilyloxy)ethylcarbamoyl]-1,3-thiazol-2-yl]azetidin-3-yl)thio-6-[(R)-1-hydroxyethyl]-1-methylcarbapen-2-em-3-carboxylate), C(C)(=O)O (acetic acid), [F-].C(CCC)[N+](CCCC)(CCCC)CCCC (tetrabutylammonium fluoride). Run in O1CCCC1 (tetrahydrofuran), O1CCCC1 (tetrahydrofuran). Product: OCCNC(=O)C=1N=C(SC1)N1CC(C1)SC=1[C@@H]([C@H]2N(C1C(=O)OCC1=CC=C(C=C1)[N+](=O)[O-])C([C@@H]2[C@@H](C)O)=O)C (p-nitrobenzyl (1R,5S,6S)-2-{1-[4-(2-hydroxyethylcarbamoyl)-1,3-thiazol-2-yl]azetidin-3-yl}thio-6-[(R)-1-hydroxyethyl]-1-methylcarbapen-2-em-3-carboxylate). Yield: 75.7%. Reaction SMILES: [Si]([O:8][CH2:9][CH2:10][NH:11][C:12]([C:14]1[N:15]=[C:16]([N:19]2[CH2:22][CH:21]([S:23][C:24]3[C@H:25]([CH3:48])[C@@H:26]4[C@@H:43]([C@H:44]([OH:46])[CH3:45])[C:42](=[O:47])[N:27]4[C:28]=3[C:29]([O:31][CH2:32][C:33]3[CH:38]=[CH:37][C:36]([N+:39]([O-:41])=[O:40])=[CH:35][CH:34]=3)=[O:30])[CH2:20]2)[S:17][CH:18]=1)=[O:13])(C(C)(C)C)(C)C.C(O)(=O)C.[F-].C([N+](CCCC)(CCCC)CCCC)CCC>O1CCCC1>[OH:8][CH2:9][CH2:10][NH:11][C:12]([C:14]1[N:15]=[C:16]([N:19]2[CH2:20][CH:21]([S:23][C:24]3[C@H:25]([CH3:48])[C@@H:26]4[C@@H:43]([C@H:44]([OH:46])[CH3:45])[C:42](=[O:47])[N:27]4[C:28]=3[C:29]([O:31][CH2:32][C:33]3[CH:38]=[CH:37][C:36]([N+:39]([O-:41])=[O:40])=[CH:35][CH:34]=3)=[O:30])[CH2:22]2)[S:17][CH:18]=1)=[O:13] |f:2.3|. Procedure: To a solution of p-nitrobenzyl (1R,5S,6S)-2-(1-{4-[2-(t-butyldimethylsilyloxy)ethylcarbamoyl]-1,3-thiazol-2-yl]azetidin-3-yl)thio-6-[(R)-1-hydroxyethyl]-1-methylcarbapen-2-em-3-carboxylate (605.3 mg, 0.84 mmol) in tetrahydrofuran (30 ml) were added acetic acid (0.15 ml, 2.6 mmol) and a solution of 1 M tetrabutylammonium fluoride in tetrahydrofuran (2.5 ml, 2.5 mmol) in an ice bath and the mixture was stirred for 1 hour at room temperature. After checking the completion of the reaction, the react... Product: COCOc1ccc(C)cc1C(=O)c1ncccc1C1OCCO1. RXN SMILES: [Br:1][c:2]1[n:3][cH:4][cH:5][cH:6][c:7]1[CH:8]1[O:9][CH2:10][CH2:11][O:12]1.[CH2:19]([Li:20])[CH2:21][CH2:22][CH3:23].[CH2:41]1[O:42][CH2:43][CH2:44][CH2:45]1.[CH3:13][CH2:14][CH2:15][CH2:16][CH2:17][CH3:18].[CH3:24][O:25][CH2:26][O:27][c:28]1[c:29]([C:30](=[O:31])[O:32][CH2:33][O:34][CH3:35])[cH:36][c:37]([CH3:40])[cH:38][cH:39]1>>[c:2]1([C:30]([c:29]2[c:28]([O:27][CH2:26][O:25][CH3:24])[cH:39][cH:38][c:37]([CH3:40])[cH:36]2)=[O:31])[n:3][cH:4][cH:5][cH:6][c:7]1[CH:8]1[O:9][CH2:10][CH2:11][O:12]1. Reactants: Brc1ncccc1C1OCCO1, [Li]CCCC, C1CCOC1, CCCCCC, COCOC(=O)c1cc(C)ccc1OCOC. The reactants are CC(=O)O[BH-](OC(C)=O)OC(C)=O, CC(=O)O, O=Cc1ccc(Cl)cc1, ClCCl, CC1(C)CNC(=O)c2cc(N)ccc21, [Na+]. The product is CC1(C)CNC(=O)c2cc(NCc3ccc(Cl)cc3)ccc21. Reaction SMILES: [C:1]([O:2][BH-:3]([O:4][C:5](=[O:6])[CH3:7])[O:8][C:9](=[O:10])[CH3:11])(=[O:12])[CH3:13].[CH3:38][C:39](=[O:40])[OH:41].[Cl:29][c:30]1[cH:31][cH:32][c:33]([CH:34]=[O:35])[cH:36][cH:37]1.[Cl:42][CH2:43][Cl:44].[NH2:15][c:16]1[cH:17][cH:18][c:19]2[c:24]([cH:25]1)[C:23](=[O:26])[NH:22][CH2:21][C:20]2([CH3:27])[CH3:28].[Na+:14]>>[NH:15]([c:16]1[cH:17][cH:18][c:19]2[c:24]([cH:25]1)[C:23](=[O:26])[NH:22][CH2:21][C:20]2([CH3:27])[CH3:28])[CH2:34][c:33]1[cH:32][cH:31][c:30]([Cl:29])[cH:37][cH:36]1. Starting materials: Br, C1CCOC1, CCOC(C)=O, CCN(C(C)C)C(C)C, COc1cc2ncnc(Nc3ccc(F)c(Cl)c3)c2cc1NC(=O)C=CCCl, FC1CCNCC1. The product is COc1cc2ncnc(Nc3ccc(F)c(Cl)c3)c2cc1NC(=O)C=CCN1CCC(F)CC1. As a reaction SMILES: [BrH:1].[CH2:46]1[O:47][CH2:48][CH2:49][CH2:50]1.[CH3:51][CH2:52][O:53][C:54](=[O:55])[CH3:56].[CH:37]([N:38]([CH2:39][CH3:40])[CH:41]([CH3:42])[CH3:43])([CH3:44])[CH3:45].[Cl:9][c:10]1[cH:11][c:12]([NH:17][c:18]2[n:19][cH:20][n:21][c:22]3[cH:23][c:24]([O:35][CH3:36])[c:25]([NH:28][C:29]([CH:30]=[CH:31][CH2:32][Cl:33])=[O:34])[cH:26][c:27]23)[cH:13][cH:14][c:15]1[F:16].[F:2][CH:3]1[CH2:4][CH2:5][NH:6][CH2:7][CH2:8]1>>[F:2][CH:3]1[CH2:4][CH2:5][N:6]([CH2:32][CH:31]=[CH:30][C:29]([NH:28][c:25]2[c:24]([O:35][CH3:36])[cH:23][c:22]3[n:21][cH:20][n:19][c:18]([NH:17][c:12]4[cH:11][c:10]([Cl:9])[c:15]([F:16])[cH:14][cH:13]4)[c:27]3[cH:26]2)=[O:34])[CH2:7][CH2:8]1.